Dataset: the Open Reaction Database (ORD), a public repository of structured organic reaction records. Task: describe an organic reaction: reactants, conditions, products, and yield Reactants: ClC1=C(N)C=C(C=C1)Cl (2,5-dichloroaniline), C[Si](C)(C)[N-][Si](C)(C)C.[Na+] (sodium bis(trimethylsilyl)amide), BrC1=CC=C(S1)C#N (5-bromo-thiophene-2-carbonitrile), ice water. Solvent: C1CCOC1 (THF), C1CCOC1 (THF). Reaction conditions: time 40 minute. Product: BrC1=CC=C(S1)C(=N)NC1=C(C=CC(=C1)Cl)Cl (5-Bromo-N-(2,5-dichloro-phenyl)-thiophene-2-carboxamidine). Yield: 93.3%. RXN SMILES: [Cl:1][C:2]1[CH:8]=[CH:7][C:6]([Cl:9])=[CH:5][C:3]=1[NH2:4].C[Si]([N-][Si](C)(C)C)(C)C.[Na+].[Br:20][C:21]1[S:25][C:24]([C:26]#[N:27])=[CH:23][CH:22]=1>C1COCC1>[Br:20][C:21]1[S:25][C:24]([C:26]([NH:4][C:3]2[CH:5]=[C:6]([Cl:9])[CH:7]=[CH:8][C:2]=2[Cl:1])=[NH:27])=[CH:23][CH:22]=1 |f:1.2|. Procedure: Under N2 atmosphere, to a solution of 2,5-dichloroaniline (341 mg, 2.1 mmol) in 2 mL dry THF was added sodium bis(trimethylsilyl)amide (2.1 mL, 1M solution in THF, 2.1 mmol). After the mixture was stirred at ambient temperature for 40 min, a solution of 5-bromo-thiophene-2-carbonitrile (376 mg, 2 mmol) in 2 mL dry THF was added dropwise. The reaction mixture was stirred overnight, and then poured into 100 mL ice water. The orange precipitate was collected by filtration, washed with a solution of...